Dataset: the Open Reaction Database (ORD), a public repository of structured organic reaction records. Task: describe an organic reaction: reactants, conditions, products, and yield Starting materials: NC(C=1C=C(SC1C)C(=S)OC)=S (methyl 4-(aminothioxomethyl)-5-methylthiothiophene-2-carboxylate), BrCC(=O)C1=CC(=CC=C1)Br (2-bromo-3′-Bromo acetophenone). The solvent is reagent, CC(=O)C (acetone). The product is BrC=1C=C(C=CC1)C=1N=C(SC1)C=1C=C(SC1C)C(=S)OC (methyl 4-[4-(3-bromophenyl)(1,3-thiazol-2-yl)]-5-methylthiothiophene-2-carboxylate). Yield: 40.2%. RXN SMILES: [NH2:1][C:2](=[S:13])[C:3]1[CH:4]=[C:5]([C:9]([O:11][CH3:12])=[S:10])[S:6][C:7]=1[CH3:8].Br[CH2:15][C:16]([C:18]1[CH:23]=[CH:22][CH:21]=[C:20]([Br:24])[CH:19]=1)=O>CC(C)=O>[Br:24][C:20]1[CH:19]=[C:18]([C:16]2[N:1]=[C:2]([C:3]3[CH:4]=[C:5]([C:9]([O:11][CH3:12])=[S:10])[S:6][C:7]=3[CH3:8])[S:13][CH:15]=2)[CH:23]=[CH:22][CH:21]=1. Procedure: 99 mg (0.400 mmol) of methyl 4-(aminothioxomethyl)-5-methylthiothiophene-2-carboxylate (Maybridge Chemical Co. LTD., Cornwall, U.K.) was dissolved in 25 mL of reagent grade acetone. 2-bromo-3′-Bromo acetophenone (0.4 mmol; 111 mg) was added and the solution was allowed to reflux for 3 h. The solution was allowed to cool and a solid was filtered and dissolved in 5 mL of hot tetrahydrofuran (THF), (Aldrich Chemical Co.) and purified on a 1 mm silica prep plate eluting with 20% ethyl acetate/hexane... The reactants are N1CCNCCC1 (homopiperazine), Cl.N1=CC=C(C=C1)CCl (4-picolyl chloride hydrochloride), C(C)(=O)Cl (acetyl chloride). Run in CCO (EtOH), CCO (EtOH), CCO (EtOH). Run at temperature 25 celsius, time 0.5 hour. The product is N1=CC=C(C=C1)CN1CCNCCC1 (1-(4-Picolyl)homopiperazine). The yield is 71.7%. As a reaction SMILES: C(Cl)(=O)C.[NH:5]1[CH2:11][CH2:10][CH2:9][NH:8][CH2:7][CH2:6]1.Cl.[N:13]1[CH:18]=[CH:17][C:16]([CH2:19]Cl)=[CH:15][CH:14]=1>CCO>[N:13]1[CH:18]=[CH:17][C:16]([CH2:19][N:5]2[CH2:11][CH2:10][CH2:9][NH:8][CH2:7][CH2:6]2)=[CH:15][CH:14]=1 |f:2.3|. Procedure details: A solution of acetyl chloride (6.34 mL, 0.084 mol, 4 equiv) dissolved in anhydrous EtOH (50 mL) was stirred for 0.5 h and added to a solution of homopiperazine (10.4 g, 0.1 mol, 5 equiv) in EtOH (250 mL). The reaction mixture was heated to reflux for 1 h, cooled to 25° C. and a solution of 4-picolyl chloride hydrochloride 93.44 g, 0.021 mol) in EtOH (40 mL) was added. The reaction mixture was heated to reflux for 16 h, cooled to 25° C. and the solvent was removed under vacuum. The residue was di... The reactants are CN(C(=O)OC(C)(C)C)C1CC=C(c2c[nH]c3ccc(NC(=N)c4cccs4)cc23)CC1, ClCCl, O=C(O)C(F)(F)F. The product is CNC1CC=C(c2c[nH]c3ccc(NC(=N)c4cccs4)cc23)CC1. Reaction SMILES: [CH3:1][N:2]([C:3](=[O:4])[O:5][C:6]([CH3:7])([CH3:8])[CH3:9])[CH:10]1[CH2:11][CH:12]=[C:13]([c:16]2[cH:17][nH:18][c:19]3[cH:20][cH:21][c:22]([NH:25][C:26](=[NH:27])[c:28]4[s:29][cH:30][cH:31][cH:32]4)[cH:23][c:24]23)[CH2:14][CH2:15]1.[Cl:40][CH2:41][Cl:42].[F:33][C:34]([F:35])([F:36])[C:37]([OH:38])=[O:39]>>[CH3:1][NH:2][CH:10]1[CH2:11][CH:12]=[C:13]([c:16]2[cH:17][nH:18][c:19]3[cH:20][cH:21][c:22]([NH:25][C:26](=[NH:27])[c:28]4[s:29][cH:30][cH:31][cH:32]4)[cH:23][c:24]23)[CH2:14][CH2:15]1.